From a dataset of the Open Reaction Database (ORD), a public repository of structured organic reaction records. describe an organic reaction: reactants, conditions, products, and yield Reactants: FC(C(=O)C1=CC=C(C=C1)F)(F)F (2,2,2,4′-tetrafluoroacetophenone), [BH4-].[Na+] (NaBH4). The solvent is CO (methanol). Reaction conditions: temperature 25 celsius, time 2 hour. Product: FC(C(O)C1=CC=C(C=C1)F)(F)F (2,2,2-trifluoro-1-(4-fluorophenyl)ethanol). Yield: 111.9%. As a reaction SMILES: [F:1][C:2]([F:13])([F:12])[C:3]([C:5]1[CH:10]=[CH:9][C:8]([F:11])=[CH:7][CH:6]=1)=[O:4].[BH4-].[Na+]>CO>[F:13][C:2]([F:1])([F:12])[CH:3]([C:5]1[CH:6]=[CH:7][C:8]([F:11])=[CH:9][CH:10]=1)[OH:4] |f:1.2|. Reported procedure: To a stirred solution of 2,2,2,4′-tetrafluoroacetophenone (10 g, 52.1 mmol) in methanol (50 mL) was added NaBH4 (0.98 g, 26.5 mmol) at 0° C. After stirring at 25° C. for 2 h, the reaction mixture was quenched by adding 1N HCl (100 mL) and then extracted with ethyl ether. The ether extract was washed with brine, dried with MgSO4, and concentrated to give 2,2,2-trifluoro-1-(4-fluorophenyl)ethanol (11.32 g) which was used in next step without further purification. Reactants: CC1=C(N=C(O1)C1=CC=CC=C1)COC1=CC=CC(=N1)COC=1C=C(C=CC1)CC(=O)OC (methyl 2-[3-[[6-[(5-methyl-2-phenyl-4-oxazolyl)methoxy]-2-pyridyl]methoxy]phenyl]acetate), O1CCCC1 (tetrahydrofuran), [OH-].[Na+] (sodium hydroxide). The solvent is CO (methanol). Run at time 3 hour. Yields the product CC1=C(N=C(O1)C1=CC=CC=C1)COC1=CC=CC(=N1)COC=1C=C(C=CC1)CC(=O)O (2-[3-[[6-[(5-methyl-2-phenyl-4-oxazolyl)methoxy]-2-pyridyl]methoxy]phenyl]acetic acid). The yield is 79.8%. As a reaction SMILES: [CH3:1][C:2]1[O:6][C:5]([C:7]2[CH:12]=[CH:11][CH:10]=[CH:9][CH:8]=2)=[N:4][C:3]=1[CH2:13][O:14][C:15]1[N:20]=[C:19]([CH2:21][O:22][C:23]2[CH:24]=[C:25]([CH2:29][C:30]([O:32]C)=[O:31])[CH:26]=[CH:27][CH:28]=2)[CH:18]=[CH:17][CH:16]=1.O1CCCC1.[OH-].[Na+]>CO>[CH3:1][C:2]1[O:6][C:5]([C:7]2[CH:8]=[CH:9][CH:10]=[CH:11][CH:12]=2)=[N:4][C:3]=1[CH2:13][O:14][C:15]1[N:20]=[C:19]([CH2:21][O:22][C:23]2[CH:24]=[C:25]([CH2:29][C:30]([OH:32])=[O:31])[CH:26]=[CH:27][CH:28]=2)[CH:18]=[CH:17][CH:16]=1 |f:2.3|. Reported procedure: To a mixture of methyl 2-[3-[[6-[(5-methyl-2-phenyl-4-oxazolyl)methoxy]-2-pyridyl]methoxy]phenyl]acetate (1.10 g), tetrahydrofuran (5 mL) and methanol (5 mL) was added a 1N aqueous sodium hydroxide solution (5.0 mL) and the mixture was stirred at room temperature for 3 hrs. The reaction mixture was concentrated, and water and dilute hydrochloric acid were added to acidify the residue. The precipitated solid was collected by filtration and dried with air to give crystals (0.85 g, 80%) of 2-[3-[[6... Starting materials: CCCCCCCCCCCCCCCC(=O)N1CCC(CCON2C(=O)c3ccccc3C2=O)CC1, CCO, NN, O. Product: CCCCCCCCCCCCCCCC(=O)N1CCC(CCON)CC1. RXN SMILES: [C:4]([CH2:5][CH2:6][CH2:7][CH2:8][CH2:9][CH2:10][CH2:11][CH2:12][CH2:13][CH2:14][CH2:15][CH2:16][CH2:17][CH2:18][CH3:19])(=[O:20])[N:21]1[CH2:22][CH2:23][CH:24]([CH2:27][CH2:28][O:29][N:30]2[C:31](=[O:32])[c:33]3[c:34]([cH:35][cH:36][cH:37][cH:38]3)[C:39]2=[O:40])[CH2:25][CH2:26]1.[CH3:41][CH2:42][OH:43].[NH2:2][NH2:3].[OH2:1]>>[C:4]([CH2:5][CH2:6][CH2:7][CH2:8][CH2:9][CH2:10][CH2:11][CH2:12][CH2:13][CH2:14][CH2:15][CH2:16][CH2:17][CH2:18][CH3:19])(=[O:20])[N:21]1[CH2:22][CH2:23][CH:24]([CH2:27][CH2:28][O:29][NH2:30])[CH2:25][CH2:26]1.